From a dataset of the Open Reaction Database (ORD), a public repository of structured organic reaction records. describe an organic reaction: reactants, conditions, products, and yield The reactants are O=[N+]([O-])c1ccc(F)cc1, Oc1ccnc(C(F)(F)F)c1, [Na+], CN(C)C=O, [OH-]. Product: O=[N+]([O-])c1ccc(Oc2ccnc(C(F)(F)F)c2)cc1. As a reaction SMILES: [F:12][c:13]1[cH:14][cH:15][c:16]([N+:19](=[O:20])[O-:21])[cH:17][cH:18]1.[F:1][C:2]([c:3]1[n:4][cH:5][cH:6][c:7]([OH:9])[cH:8]1)([F:10])[F:11].[Na+:23].[O:24]=[CH:25][N:26]([CH3:27])[CH3:28].[OH-:22]>>[F:1][C:2]([c:3]1[n:4][cH:5][cH:6][c:7]([O:9][c:13]2[cH:14][cH:15][c:16]([N+:19](=[O:20])[O-:21])[cH:17][cH:18]2)[cH:8]1)([F:10])[F:11]. Reactants: N#Cc1cccc(C(Br)c2ccc(Cl)cc2)c1, CC#N, CCN(C(C)C)C(C)C, CC(C)(C)C(c1cc(F)cc(F)c1)C1CNC1. Product: CC(C)(C)C(c1cc(F)cc(F)c1)C1CN(C(c2ccc(Cl)cc2)c2cccc(C#N)c2)C1. RXN SMILES: [Br:1][CH:2]([c:3]1[cH:4][c:5]([C:6]#[N:7])[cH:8][cH:9][cH:10]1)[c:11]1[cH:12][cH:13][c:14]([Cl:17])[cH:15][cH:16]1.[CH3:44][C:45]#[N:46].[CH:35]([N:36]([CH2:37][CH3:38])[CH:39]([CH3:40])[CH3:41])([CH3:42])[CH3:43].[F:18][c:19]1[cH:20][c:21]([CH:26]([C:27]([CH3:28])([CH3:29])[CH3:30])[CH:31]2[CH2:32][NH:33][CH2:34]2)[cH:22][c:23]([F:25])[cH:24]1>>[CH:2]([c:3]1[cH:4][c:5]([C:6]#[N:7])[cH:8][cH:9][cH:10]1)([c:11]1[cH:12][cH:13][c:14]([Cl:17])[cH:15][cH:16]1)[N:33]1[CH2:32][CH:31]([CH:26]([c:21]2[cH:20][c:19]([F:18])[cH:24][c:23]([F:25])[cH:22]2)[C:27]([CH3:28])([CH3:29])[CH3:30])[CH2:34]1. Starting materials: C1=CC=CC2=NC=C3C=CC=CC3=C12 (phenanthridine), C[Li] (methyllithium), C(C)OCC (diethyl ether), FC=1C=C(C=CC1OC)S(=O)(=O)Cl (3-fluoro-4-methoxybenzenesulfonyl chloride). Yields the product FC=1C=C(C=CC1OC)S(=O)(=O)N1C=2C=CC=CC2C2=CC=CC=C2C1C (5-[(3-fluoro-4-methoxyphenyl)sulfonyl]-6-methyl-5,6-dihydrophenanthridine). Yield: 44.3%. As a reaction SMILES: [CH:1]1[C:14]2[C:5](=[N:6][CH:7]=[C:8]3[C:13]=2[CH:12]=[CH:11][CH:10]=[CH:9]3)[CH:4]=[CH:3][CH:2]=1.C[Li].[CH2:17](OCC)C.[F:22][C:23]1[CH:24]=[C:25]([S:31](Cl)(=[O:33])=[O:32])[CH:26]=[CH:27][C:28]=1[O:29][CH3:30]>>[F:22][C:23]1[CH:24]=[C:25]([S:31]([N:6]2[CH:7]([CH3:17])[C:8]3[C:13](=[CH:12][CH:11]=[CH:10][CH:9]=3)[C:14]3[CH:1]=[CH:2][CH:3]=[CH:4][C:5]2=3)(=[O:33])=[O:32])[CH:26]=[CH:27][C:28]=1[O:29][CH3:30]. Reported procedure: The title compound was prepared from phenanthridine (7.17 g, 40 mmol), 1.4 M methyllithium in diethyl ether (29 mL, 40.6 mmol), and 3-fluoro-4-methoxybenzenesulfonyl chloride (8.99 g, 40 mmol) according to the procedure and in the same manner as described in Example 1, step a. The crude product was purified by re-crystallization from a mixture of ethyl acetate-cyclohexane to yield 5-[(3-fluoro-4-methoxyphenyl)sulfonyl]-6-methyl-5,6-dihydrophenanthridine (6.79 g, 17.7 mmol, 44%) as an off-white s... Reactants: CC=1C=C(C(=O)Cl)C=CC1 (3-methyl-benzoyl chloride), NC=1NC=2C(=CC=3C(C(N(C3C2)CC2=C(C=C(C=C2)F)OC)=O)(C)C)N1 (2-Amino-5-(4-fluoro-2-methoxy-benzyl)-7,7-dimethyl-5,7-dihydro-3H-imidazo[4,5-f]indol-6-one), CCN(C(C)C)C(C)C (DIPEA), N1CCCCC1 (piperidine). The solvent is C1CCOC1 (THF), CO (MeOH). Run at temperature 50 celsius, time 12 hour. The product is FC1=CC(=C(CN2C(C(C=3C=C4C(=CC23)NC(=N4)NC(C4=CC(=CC=C4)C)=O)(C)C)=O)C=C1)OC (N-[5-(4-Fluoro-2-methoxy-benzyl)-7,7-dimethyl-6-oxo-3,5,6,7-tetrahydro-imidazo[4,5-f]indol-2-yl]-3-methyl-benzamide). Yield: 10.6%. As a reaction SMILES: [CH3:1][C:2]1[CH:3]=[C:4]([CH:8]=[CH:9][CH:10]=1)[C:5](Cl)=[O:6].[NH2:11][C:12]1[NH:13][C:14]2[C:15]([N:36]=1)=[CH:16][C:17]1[C:18]([CH3:35])([CH3:34])[C:19](=[O:33])[N:20]([CH2:23][C:24]3[CH:29]=[CH:28][C:27]([F:30])=[CH:26][C:25]=3[O:31][CH3:32])[C:21]=1[CH:22]=2.CCN(C(C)C)C(C)C.N1CCCCC1>C1COCC1.CO>[F:30][C:27]1[CH:28]=[CH:29][C:24]([CH2:23][N:20]2[C:21]3[CH:22]=[C:14]4[NH:13][C:12]([NH:11][C:5](=[O:6])[C:4]5[CH:8]=[CH:9][CH:10]=[C:2]([CH3:1])[CH:3]=5)=[N:36][C:15]4=[CH:16][C:17]=3[C:18]([CH3:35])([CH3:34])[C:19]2=[O:33])=[C:25]([O:31][CH3:32])[CH:26]=1. Reported procedure: To a solution of 3-methyl-benzoyl chloride (62 mg) in THF (2 ml) is added D9 (35.4 mg) and DIPEA (30 μl). The reaction mixture is stirred at 50° C. for 12 h. Afterwards MeOH (1 ml) and piperidine (100 μl) are added. After shaking for 2 h the mixture is evaporated to dryness and purified by preparative RP-HPLC, eluted with MeCN/water to give the desired product (5 mg). Starting materials: CC1(OCCO1)C1=CC=C(O1)CN1N=CC(=C1)N (1-[5-(2-methyl-[1,3]dioxolan-2-yl)-furan-2-ylmethyl]-1H-pyrazol-4-ylamine), ClC1=C(C=CC(=C1)Cl)/C=C/C(=O)O ((E)-3-(2,4-dichloro-phenyl)-acrylic acid). Product: C(C)(=O)C1=CC=C(O1)CN1N=CC(=C1)NC(\C=C\C1=C(C=C(C=C1)Cl)Cl)=O ((E)-N-[1-(5-Acetyl-furan-2-ylmethyl)-1H-pyrazol-4-yl]-3-(2,4-dichloro-phenyl)-acrylamide). As a reaction SMILES: [CH3:1][C:2]1([C:7]2[O:11][C:10]([CH2:12][N:13]3[CH:17]=[C:16]([NH2:18])[CH:15]=[N:14]3)=[CH:9][CH:8]=2)[O:6]CCO1.[Cl:19][C:20]1[CH:25]=[C:24]([Cl:26])[CH:23]=[CH:22][C:21]=1/[CH:27]=[CH:28]/[C:29](O)=[O:30]>>[C:2]([C:7]1[O:11][C:10]([CH2:12][N:13]2[CH:17]=[C:16]([NH:18][C:29](=[O:30])/[CH:28]=[CH:27]/[C:21]3[CH:22]=[CH:23][C:24]([Cl:26])=[CH:25][C:20]=3[Cl:19])[CH:15]=[N:14]2)=[CH:9][CH:8]=1)(=[O:6])[CH3:1]. Procedure: Following general procedure B followed by either C or D, starting from 1-[5-(2-methyl-[1,3]dioxolan-2-yl)-furan-2-ylmethyl]-1H-pyrazol-4-ylamine and (E)-3-(2,4-dichloro-phenyl)-acrylic acid. The reactants are CCCCBr, Clc1cccc(-c2cc3c4c(c2)C2CNCCC2N4CCC3)c1Cl. Product: CCCCN1CCC2C(C1)c1cc(-c3cccc(Cl)c3Cl)cc3c1N2CCC3. RXN SMILES: [Br:25][CH2:26][CH2:27][CH2:28][CH3:29].[Cl:1][c:2]1[c:3](-[c:9]2[cH:10][c:11]3[c:16]4[c:17]([cH:18]2)[CH:19]2[CH:20]([N:15]4[CH2:14][CH2:13][CH2:12]3)[CH2:21][CH2:22][NH:23][CH2:24]2)[cH:4][cH:5][cH:6][c:7]1[Cl:8]>>[Cl:1][c:2]1[c:3](-[c:9]2[cH:10][c:11]3[c:16]4[c:17]([cH:18]2)[CH:19]2[CH:20]([N:15]4[CH2:14][CH2:13][CH2:12]3)[CH2:21][CH2:22][N:23]([CH2:26][CH2:27][CH2:28][CH3:29])[CH2:24]2)[cH:4][cH:5][cH:6][c:7]1[Cl:8]. The reactants are CC(C)(C)Oc1c(Br)cccc1C#N, O=S(=O)(OC1=CC2CCC(C1)N2Cc1ccccc1)C(F)(F)F, C1CCOC1, CC(C)[Mg+], [Cl-], c1ccc(P(c2ccccc2)(c2ccccc2)[Pd](P(c2ccccc2)(c2ccccc2)c2ccccc2)(P(c2ccccc2)(c2ccccc2)c2ccccc2)P(c2ccccc2)(c2ccccc2)c2ccccc2)cc1. Yields the product CC(C)(C)Oc1c(C#N)cccc1C1=CC2CCC(C1)N2Cc1ccccc1. RXN SMILES: [Br:1][c:2]1[c:3]([O:10][C:11]([CH3:12])([CH3:13])[CH3:14])[c:4]([C:5]#[N:6])[cH:7][cH:8][cH:9]1.[CH2:20]([c:21]1[cH:22][cH:23][cH:24][cH:25][cH:26]1)[N:27]1[CH:28]2[CH:29]=[C:30]([O:35][S:36]([C:37]([F:38])([F:39])[F:40])(=[O:41])=[O:42])[CH2:31][CH:32]1[CH2:33][CH2:34]2.[CH2:43]1[O:44][CH2:45][CH2:46][CH2:47]1.[CH:16]([Mg+:17])([CH3:18])[CH3:19].[Cl-:15].[cH:48]1[cH:49][cH:50][c:51]([P:52]([Pd:53]([P:54]([c:55]2[cH:56][cH:57][cH:58][cH:59][cH:60]2)([c:61]2[cH:62][cH:63][cH:64][cH:65][cH:66]2)[c:67]2[cH:68][cH:69][cH:70][cH:71][cH:72]2)([P:73]([c:74]2[cH:75][cH:76][cH:77][cH:78][cH:79]2)([c:80]2[cH:81][cH:82][cH:83][cH:84][cH:85]2)[c:86]2[cH:87][cH:88][cH:89][cH:90][cH:91]2)[P:92]([c:93]2[cH:94][cH:95][cH:96][cH:97][cH:98]2)([c:99]2[cH:100][cH:101][cH:102][cH:103][cH:104]2)[c:105]2[cH:106][cH:107][cH:108][cH:109][cH:110]2)([c:111]2[cH:112][cH:113][cH:114][cH:115][cH:116]2)[c:117]2[cH:118][cH:119][cH:120][cH:121][cH:122]2)[cH:123][cH:124]1>>[c:2]1([C:30]2=[CH:29][CH:28]3[N:27]([CH2:20][c:21]4[cH:22][cH:23][cH:24][cH:25][cH:26]4)[CH:32]([CH2:31]2)[CH2:33][CH2:34]3)[c:3]([O:10][C:11]([CH3:12])([CH3:13])[CH3:14])[c:4]([C:5]#[N:6])[cH:7][cH:8][cH:9]1. The reactants are CN(C=1C(NC2=CC=C(C=C2N1)C(=O)OC)=O)[C@@H](C)C1=CC=CC=C1 ((S)-methyl 3-(methyl(1-phenylethyl)amino)-2-oxo-1,2-dihydroquinoxaline-6-carboxylate), N1=CC=CC=C1 (pyridine), O(S(=O)(=O)C(F)(F)F)S(=O)(=O)C(F)(F)F (Tf2O). Run in ClCCl (dichloromethane). Run at time 8 hour. Yields the product CN(C=1C(=NC2=CC=C(C=C2N1)C(=O)OC)OS(=O)(=O)C(F)(F)F)[C@@H](C)C1=CC=CC=C1 ((S)-methyl 3-(methyl(1-phenylethyl)amino)-2-(trifluoromethylsulfonyloxy)quinoxaline-6-carboxylate). RXN SMILES: [CH3:1][N:2]([C@H:18]([C:20]1[CH:25]=[CH:24][CH:23]=[CH:22][CH:21]=1)[CH3:19])[C:3]1[C:4](=[O:17])[NH:5][C:6]2[C:11]([N:12]=1)=[CH:10][C:9]([C:13]([O:15][CH3:16])=[O:14])=[CH:8][CH:7]=2.N1C=CC=CC=1.[O:32](S(C(F)(F)F)(=O)=O)[S:33]([C:36]([F:39])([F:38])[F:37])(=O)=[O:34]>ClCCl>[CH3:1][N:2]([C@H:18]([C:20]1[CH:21]=[CH:22][CH:23]=[CH:24][CH:25]=1)[CH3:19])[C:3]1[C:4]([O:17][S:33]([C:36]([F:39])([F:38])[F:37])(=[O:34])=[O:32])=[N:5][C:6]2[C:11]([N:12]=1)=[CH:10][C:9]([C:13]([O:15][CH3:16])=[O:14])=[CH:8][CH:7]=2. Procedure details: To a solution of (S)-methyl 3-(methyl(1-phenylethyl)amino)-2-oxo-1,2-dihydroquinoxaline-6-carboxylate (320 mg, 0.95 mmol) in dichloromethane (30 mL) was added pyridine (313 mg, 3.96 mmol), and Tf2O (559 mg, 1.98 mmol). The resulting solution was stirred overnight at room temperature and then concentrated under vacuum to get a residue, which was purified via silica gel chromatography (1% to 5% ethyl acetate in petroleum ether) to give (S)-methyl 3-(methyl(1-phenylethyl)amino)-2-(trifluoromethylsu... The reactants are CCOC(=O)N=S(=O)(CC)c1cccc(CBr)c1, O=C([O-])[O-], CC(C)=O, CCOC(C)=O, COc1cc2c(NC(C)C)ncnc2cc1O, [K+], [K+]. Product: CCOC(=O)N=S(=O)(CC)c1cccc(COc2cc3ncnc(NC(C)C)c3cc2OC)c1. As a reaction SMILES: [Br:18][CH2:19][c:20]1[cH:21][c:22]([S:26](=[O:27])(=[N:28][C:29](=[O:30])[O:31][CH2:32][CH3:33])[CH2:34][CH3:35])[cH:23][cH:24][cH:25]1.[C:36](=[O:37])([O-:38])[O-:39].[CH3:42][C:43](=[O:44])[CH3:45].[CH3:46][CH2:47][O:48][C:49](=[O:50])[CH3:51].[CH:1]([CH3:2])([CH3:3])[NH:4][c:5]1[n:6][cH:7][n:8][c:9]2[cH:10][c:11]([OH:17])[c:12]([O:15][CH3:16])[cH:13][c:14]12.[K+:40].[K+:41]>>[CH:1]([CH3:2])([CH3:3])[NH:4][c:5]1[n:6][cH:7][n:8][c:9]2[cH:10][c:11]([O:17][CH2:19][c:20]3[cH:21][c:22]([S:26](=[O:27])(=[N:28][C:29](=[O:30])[O:31][CH2:32][CH3:33])[CH2:34][CH3:35])[cH:23][cH:24][cH:25]3)[c:12]([O:15][CH3:16])[cH:13][c:14]12.